This data is from the Open Reaction Database (ORD), a public repository of structured organic reaction records. The task is: describe an organic reaction: reactants, conditions, products, and yield Isolated yield 71.6%. Procedure: Benzylalcohol (216 g, 2 eq.) and conc. sulfuric acid (5 g) were added to (R)-4-cyano-3-hydroxybutyric acid (1.0 mol) dissolved in acetonitrile (500 ml) and refluxed for 5 hours. The reaction mixture was neutralized with sodium carbonate and filtered. The filtrate was concentrated in vacuo to afford (R)-4-cyano-3-hydroxybutyric acid benzyl ester (157 g, 92%) which was purified by column chromatography on a silica gel. Reactants: C(C1=CC=CC=C1)O (Benzylalcohol), C(#N)C[C@H](CC(=O)O)O ((R)-4-cyano-3-hydroxybutyric acid), C([O-])([O-])=O.[Na+].[Na+] (sodium carbonate). Product: C(C1=CC=CC=C1)OC(C[C@@H](CC#N)O)=O ((R)-4-cyano-3-hydroxybutyric acid benzyl ester). Reagents/catalysts: S(O)(O)(=O)=O (sulfuric acid). The solvent is C(C)#N (acetonitrile). RXN SMILES: [CH2:1]([OH:8])[C:2]1[CH:7]=[CH:6][CH:5]=[CH:4][CH:3]=1.[C:9]([CH2:11][C@@H:12]([OH:17])[CH2:13][C:14](O)=[O:15])#[N:10].C(=O)([O-])[O-].[Na+].[Na+]>C(#N)C.S(=O)(=O)(O)O>[CH2:1]([O:8][C:14](=[O:15])[CH2:13][C@H:12]([OH:17])[CH2:11][C:9]#[N:10])[C:2]1[CH:7]=[CH:6][CH:5]=[CH:4][CH:3]=1 |f:2.3.4|. Reactants: P(=O)(Cl)(Cl)Cl (phosphorous oxychloride), ClC1=C(C=CC(=C1)C)N1C=CC=C1 (1-(2-chloro-4-methylphenyl)pyrrole), C([O-])([O-])=O.[K+].[K+] (potassium carbonate), ice water. Run in CN(C)C=O (DMF), CN(C)C=O (DMF). Reaction conditions: time 15 minute. Product: ClC1=C(C=CC(=C1)C)N1C(=CC=C1)C=O (1-(2-Chloro-4-methylphenyl)pyrrole-2-carboaldehyde). RXN SMILES: P(Cl)(Cl)(Cl)=O.[Cl:6][C:7]1[CH:12]=[C:11]([CH3:13])[CH:10]=[CH:9][C:8]=1[N:14]1[CH:18]=[CH:17][CH:16]=[CH:15]1.[C:19](=O)([O-])[O-:20].[K+].[K+]>CN(C=O)C>[Cl:6][C:7]1[CH:12]=[C:11]([CH3:13])[CH:10]=[CH:9][C:8]=1[N:14]1[CH:18]=[CH:17][CH:16]=[C:15]1[CH:19]=[O:20] |f:2.3.4|. Reported procedure: To ice-cooled DMF (4.0 g) was added phosphorous oxychloride (8.4 g) dropwise and the mixture was stirred at room temperature for 15 minutes. To the stirred reaction mixture was added a solution of 1-(2-chloro-4-methylphenyl)pyrrole (9.7 g) in DMF (8 ml) dropwise and the mixture was stirred at 50° C. for 1.5 hours followed by addition of ice-water. Stirring was continued for a while and then the mixture was made basic with potassium carbonate, and extracted with ethyl acetate. The extract was was... Reactants: ClC1=C(C(=CC=C1[N+](=O)[O-])Cl)C (2,6-dichloro-3-nitrotoluene), stannous chloride, [OH-].[Na+] (sodium hydroxide). Run in Cl (hydrochloric acid), C(C)O (ethanol). Run at time 16 hour. Yields the product ClC1=C(N)C=CC(=C1C)Cl (2,4-dichloro-3-methylaniline). Yield: 78.3%. As a reaction SMILES: [Cl:1][C:2]1[C:7]([N+:8]([O-])=O)=[CH:6][CH:5]=[C:4]([Cl:11])[C:3]=1[CH3:12].[OH-].[Na+]>Cl.C(O)C>[Cl:1][C:2]1[C:3]([CH3:12])=[C:4]([Cl:11])[CH:5]=[CH:6][C:7]=1[NH2:8] |f:1.2|. Procedure: A stirred solution of 50.0 g (0.243 mole) of 2,6-dichloro-3-nitrotoluene and 225 g (1.0 mole) of stannous chloride in 250 ml of concentrated hydrochloric acid and 125 ml of ethanol was heated under reflux for 1 hour. The reaction mixture was allowed to cool to ambient temperature and was stirred for 16 hours, made basic with sodium hydroxide, and concentrated under reduced pressure. The residue was slurried with water and the insolubles were collected by filtration and allowed to air dry. The so... Starting materials: C(C1=CC=CC=C1)OC=1C=C(C(=O)OC)C=CC1 (Methyl 3-benzyloxybenzoate), S(C)(=O)(=O)O.S(C)(=O)(=O)O.NNC(=N)N (aminoguanidine bismesylate), N (ammonia). Yields the product S(C)(=O)(=O)O.NC=1N=NC=CN1 (3-Amino-1,2,4-triazine mesylate). Reaction SMILES: C(OC1C=C(C=[CH:17][CH:18]=1)C(OC)=O)C1C=CC=CC=1.[S:19]([OH:23])(=[O:22])(=[O:21])[CH3:20].S(O)(=O)(=O)C.[NH2:29][NH:30][C:31]([NH2:33])=[NH:32].N>>[S:19]([OH:23])(=[O:22])(=[O:21])[CH3:20].[NH2:33][C:31]1[N:30]=[N:29][CH:17]=[CH:18][N:32]=1 |f:1.2.3,5.6|. Procedure details: Prepared by reacting acenaphthenequinone (3) with aminoguanidine bismesylate for 24 hrs using the above procedure except that the basification step with ammonia was omitted. The title compound was obtained as bright yellow prisms in 83.2%, mpt=264-266° (froth) Reactants: [OH-].[Na+] (sodium hydroxide), COC(=O)C=1C=C(C2=C(N(C(=N2)CCC)CC2=CC3=C(\C(\C4=C(CC3)C=CC=C4)=C\C#N)C=C2)C1)C ((E)-[2-(6-Methoxycarbonyl-4-methyl-2-propylbenzimidazol-1-yl)methyl-10,11-dihydro-5H-dibenzo[a,d]cyclohepten-5-ylidene]acetonitrile), Cl (hydrochloric acid). The solvent is C(C)O (ethanol). Product: C(=O)(O)C=1C=C(C2=C(N(C(=N2)CCC)CC2=CC3=C(\C(\C4=C(CC3)C=CC=C4)=C\C#N)C=C2)C1)C ((E)-[2-(6-Carboxy-4-methyl-2-propylbenzimidazol-1-yl)methyl-10,11-dihydro-5H-dibenzo[a,d]cyclohepten-5-ylidene]acetonitrile). Yield: 114.3%. RXN SMILES: C[O:2][C:3]([C:5]1[CH:6]=[C:7]([CH3:36])[C:8]2[N:12]=[C:11]([CH2:13][CH2:14][CH3:15])[N:10]([CH2:16][C:17]3[CH:34]=[CH:33][C:20]4/[C:21](=[CH:30]/[C:31]#[N:32])/[C:22]5[CH:29]=[CH:28][CH:27]=[CH:26][C:23]=5[CH2:24][CH2:25][C:19]=4[CH:18]=3)[C:9]=2[CH:35]=1)=[O:4].[OH-].[Na+].Cl>C(O)C>[C:3]([C:5]1[CH:6]=[C:7]([CH3:36])[C:8]2[N:12]=[C:11]([CH2:13][CH2:14][CH3:15])[N:10]([CH2:16][C:17]3[CH:34]=[CH:33][C:20]4/[C:21](=[CH:30]/[C:31]#[N:32])/[C:22]5[CH:29]=[CH:28][CH:27]=[CH:26][C:23]=5[CH2:24][CH2:25][C:19]=4[CH:18]=3)[C:9]=2[CH:35]=1)([OH:4])=[O:2] |f:1.2|. Reported procedure: [step 2] (E)-[2-(6-Methoxycarbonyl-4-methyl-2-propylbenzimidazol-1-yl)methyl-10,11-dihydro-5H-dibenzo[a,d]cyclohepten-5-ylidene]acetonitrile (500 mg, 1.05 mmol) obtained in step 1 was dissolved in ethanol (7.5 mL), 2 mol/L aqueous sodium hydroxide solution (2.5 mL) was added, and the mixture was stirred under reflux for 30 min. The mixture was adjusted to pH 2 with 2 mol/L hydrochloric acid, and the precipitated solid was collected by filtration to give the title compound (554 mg) quantitatively... Reactants: hydrochloride salt, BrCC1=CC=C(C=C1)N1C(C=CC(=C1)Cl)=O (1-(4-Bromomethyl-phenyl)-5-chloro-1H-pyridin-2-one), C(C1=CC=CC=C1)(C1=CC=CC=C1)(C1=CC=CC=C1)N1C=NC(=C1)CC1=CC=C(C#N)C=C1 (4-(1-trityl-1H-imidazol-4-ylmethyl)-benzonitrile), CC#N (CH3CN), CO (methanol). Product: ClC=1C=CC(N(C1)C1=CC=C(CN2C(=NC=C2)CC2=CC=C(C#N)C=C2)C=C1)=O (4-{1-[4-(5-Chloro-2-oxo-2H-pyridin-1-yl)-benzyl]-1H-imidazol-2-ylmethyl}-benzonitrile). RXN SMILES: Br[CH2:2][C:3]1[CH:8]=[CH:7][C:6]([N:9]2[CH:14]=[C:13]([Cl:15])[CH:12]=[CH:11][C:10]2=[O:16])=[CH:5][CH:4]=1.C(N1C=[C:39]([CH2:41][C:42]2[CH:49]=[CH:48][C:45]([C:46]#[N:47])=[CH:44][CH:43]=2)[N:38]=[CH:37]1)(C1C=CC=CC=1)(C1C=CC=CC=1)C1C=CC=CC=1.CO.C[C:53]#[N:54]>>[Cl:15][C:13]1[CH:12]=[CH:11][C:10](=[O:16])[N:9]([C:6]2[CH:7]=[CH:8][C:3]([CH2:2][N:38]3[CH:37]=[CH:53][N:54]=[C:39]3[CH2:41][C:42]3[CH:43]=[CH:44][C:45]([C:46]#[N:47])=[CH:48][CH:49]=3)=[CH:4][CH:5]=2)[CH:14]=1. Reported procedure: The bromide from Step 2 (0.154 g, 0.516 mmol) and 4-(1-trityl-1H-imidazol-4-ylmethyl)-benzonitrile (0.22 g, 0.516 mmol) in CH3CN (2 mL) were heated at 55° C. After 18 hr methanol (3 mL) was added and the reaction was heated at reflux for 3 hrs, cooled and the solvent evaporated in vacuo. The residue was partitioned between sat. NaHCO3 and CH2Cl2 and extracted with CH2Cl2. The organic extracts were dried (Na2SO4) and evaporated in vacuo. The residue was chromatographed (silica gel, MeOH: CH2Cl2 5... The reactants are C1(CC1)C=1N(C2=CC=CC(=C2C1)OC)CC1=CC=CC=C1 (2-cyclopropyl-4-methoxy-1-(phenylmethyl)-1H-indole), B(Br)(Br)Br.C(Cl)Cl (BBr3 CH2Cl2). The product is C1(CC1)C=1N(C2=CC=CC(=C2C1)O)CC1=CC=CC=C1 (2-cyclopropyl-4-hydroxy-1-(phenylmethyl)-1H-indole). The yield is 52.2%. Reaction SMILES: [CH:1]1([C:4]2[N:5]([CH2:15][C:16]3[CH:21]=[CH:20][CH:19]=[CH:18][CH:17]=3)[C:6]3[C:11]([CH:12]=2)=[C:10]([O:13]C)[CH:9]=[CH:8][CH:7]=3)[CH2:3][CH2:2]1.B(Br)(Br)Br.C(Cl)Cl>>[CH:1]1([C:4]2[N:5]([CH2:15][C:16]3[CH:21]=[CH:20][CH:19]=[CH:18][CH:17]=3)[C:6]3[C:11]([CH:12]=2)=[C:10]([OH:13])[CH:9]=[CH:8][CH:7]=3)[CH2:2][CH2:3]1 |f:1.2|. Reported procedure: By the method used in Example 1, Part D, 630 g (2.3 mmol) of 2-cyclopropyl-4-methoxy-1-(phenylmethyl)-1H-indole was O-demethylated by treating it with 9 mL of 1M BBr3 /CH2Cl2. The crude product was chromatographed on silica gel and eluted with 20% EtOAc/hexane to give 316 mg (52% yield) of 2-cyclopropyl-4-hydroxy-1-(phenylmethyl)-1H-indole as an oil.